Dataset: the Open Reaction Database (ORD), a public repository of structured organic reaction records. Task: describe an organic reaction: reactants, conditions, products, and yield The reactants are C(C(=O)Cl)(=O)Cl (Oxalyl chloride), NC1=C(C(=O)N)C=C(C=N1)Br (2-amino-5-bromo-nicotinamide). Run in C1(=CC=CC=C1)C (toluene). Product: BrC1=CC2=C(NC(NC2=O)=O)N=C1 (6-Bromo-1H-pyrido[2,3-d]pyrimidine-2,4-dione). The yield is 154.9%. Reaction SMILES: C(Cl)(=O)[C:2](Cl)=[O:3].[NH2:7][C:8]1[N:16]=[CH:15][C:14]([Br:17])=[CH:13][C:9]=1[C:10]([NH2:12])=[O:11]>C1(C)C=CC=CC=1>[Br:17][C:14]1[CH:15]=[N:16][C:8]2[NH:7][C:2](=[O:3])[NH:12][C:10](=[O:11])[C:9]=2[CH:13]=1. Procedure: Oxalyl chloride (100 mL, 1.16 mmol) was added dropwise to a suspension of 2-amino-5-bromo-nicotinamide (500 mg, 2.31 mmol) in toluene (5 mL) and the resulting mixture was heated to reflux for 4 h. The reaction mixture was cooled and the mustard-colored solid which had formed was collected by filtration. The solid was washed with a small amount of water, MeOH, and then dried under high vacuum (40° C.) overnight to give the title compound (435 mg, 77%): 1H NMR (300 MHz, DMSO-d6) δ 11.86 (s, 1H), 1... The reactants are N1CC(C1)O (azetidin-3-ol), ClC1=C(C=C(C=C1C(C)CC=O)C#N)NC1=NN2C(C(=N1)N(CC1=CC=C(C=C1)OC)C1CC1)=NC=C2C#N (2-((2-chloro-5-cyano-3-(4-oxobutan-2-yl)phenyl)amino)-4-(cyclopropyl(4-methoxybenzyl)amino)imidazo[2,1-f][1,2,4]triazine-7-carbonitrile), C(#N)[BH3-].[Na+] (sodium cyanoborohydride), CC(=O)O (AcOH). The solvent is CO (MeOH), CCOC(=O)C (EtOAc), C1CCOC1 (THF). Conditions: time 10 minute. Yields the product ClC1=C(C=C(C=C1C(C)CCN1CC(C1)O)C#N)NC1=NN2C(C(=N1)N(CC1=CC=C(C=C1)OC)C1CC1)=NC=C2C#N (2-((2-chloro-5-cyano-3-(4-(3-hydroxyazetidin-1-yl)butan-2-yl)phenyl)amino)-4-(cyclopropyl(4-methoxybenzyl)amino)imidazo[2,1-f][1,2,4]triazine-7-carbonitrile). Isolated yield 50.5%. Reaction SMILES: [Cl:1][C:2]1[C:7]([CH:8]([CH2:10][CH:11]=O)[CH3:9])=[CH:6][C:5]([C:13]#[N:14])=[CH:4][C:3]=1[NH:15][C:16]1[N:21]=[C:20]([N:22]([CH:32]2[CH2:34][CH2:33]2)[CH2:23][C:24]2[CH:29]=[CH:28][C:27]([O:30][CH3:31])=[CH:26][CH:25]=2)[C:19]2=[N:35][CH:36]=[C:37]([C:38]#[N:39])[N:18]2[N:17]=1.[NH:40]1[CH2:43][CH:42]([OH:44])[CH2:41]1.CC(O)=O.C([BH3-])#N.[Na+]>C1COCC1.CO.CCOC(C)=O>[Cl:1][C:2]1[C:7]([CH:8]([CH2:10][CH2:11][N:40]2[CH2:43][CH:42]([OH:44])[CH2:41]2)[CH3:9])=[CH:6][C:5]([C:13]#[N:14])=[CH:4][C:3]=1[NH:15][C:16]1[N:21]=[C:20]([N:22]([CH:32]2[CH2:34][CH2:33]2)[CH2:23][C:24]2[CH:29]=[CH:28][C:27]([O:30][CH3:31])=[CH:26][CH:25]=2)[C:19]2=[N:35][CH:36]=[C:37]([C:38]#[N:39])[N:18]2[N:17]=1 |f:3.4|. Procedure: 2-((2-chloro-5-cyano-3-(4-oxobutan-2-yl)phenyl)amino)-4-(cyclopropyl(4-methoxybenzyl)amino)imidazo[2,1-f][1,2,4]triazine-7-carbonitrile (23 mg, 0.043 mmol) was taken up in THF (0.3 mL) and a solution of azetidin-3-ol (6.21 mg, 0.085 mmol) in MeOH (0.200 mL) was added. A drop of AcOH was added and the solution was stirred for 10 min. Next, sodium cyanoborohydride (5.34 mg, 0.085 mmol) was added and the reaction was stirred for 1 h. The reaction was diluted with EtOAc and washed with 2M K3PO4 solu... The reactants are S1C=NC=C1C1=CC=C(C=C1)CN(C[C@@H]([C@H](CC1=CC=CC=C1)NC([C@@H](NC(=O)OC)[C@@H](C)CC)=O)O)N (1-[4-(thiazol-5-yl)-phenyl]-4(S)-hydroxy-2-amino-5(S)-N-(N-methoxycarbonyl-(L)-iso-leucyl)amino-6-phenyl-2-azahexane), CN1CCOCC1 (NMM), COC(=O)N[C@@H](C(C)(C)C)C(=O)O (N-methoxycarbonyl-(L)-tert-leucine), [B-](F)(F)(F)F.CN(C)C(=[N+](C)C)ON1C=CC=CC1=O (TPTU), Ice water. Run in CN(C)C=O (DMF), CN(C)C=O (DMF), C(C)(=O)OCC (ethyl acetate). Conditions: time 14 hour. Product: S1C=NC=C1C1=CC=C(C=C1)CN(C[C@@H]([C@H](CC1=CC=CC=C1)NC([C@@H](NC(=O)OC)[C@@H](C)CC)=O)O)NC([C@@H](NC(=O)OC)C(C)(C)C)=O (1-[4-(Thiazol-5-yl)-phenyl]4(S)-hydroxy-2-N-(N-methoxycarbonyl-(L)-tert-leucyl)amino-5(S)-N-(N-methoxycarbonyl-(L)-iso-leucyl)amino-6-phenyl-2-azahexane). RXN SMILES: [S:1]1[C:5]([C:6]2[CH:11]=[CH:10][C:9]([CH2:12][N:13]([NH2:38])[CH2:14][C@H:15]([OH:37])[C@@H:16]([NH:24][C:25](=[O:36])[C@H:26]([C@H:32]([CH2:34][CH3:35])[CH3:33])[NH:27][C:28]([O:30][CH3:31])=[O:29])[CH2:17][C:18]3[CH:23]=[CH:22][CH:21]=[CH:20][CH:19]=3)=[CH:8][CH:7]=2)=[CH:4][N:3]=[CH:2]1.CN1CCOCC1.[CH3:46][O:47][C:48]([NH:50][C@H:51]([C:56](O)=[O:57])[C:52]([CH3:55])([CH3:54])[CH3:53])=[O:49].[B-](F)(F)(F)F.CN(C(ON1C(=O)C=CC=C1)=[N+](C)C)C>CN(C=O)C.C(OCC)(=O)C>[S:1]1[C:5]([C:6]2[CH:7]=[CH:8][C:9]([CH2:12][N:13]([NH:38][C:56](=[O:57])[C@H:51]([C:52]([CH3:54])([CH3:53])[CH3:55])[NH:50][C:48]([O:47][CH3:46])=[O:49])[CH2:14][C@H:15]([OH:37])[C@@H:16]([NH:24][C:25](=[O:36])[C@H:26]([C@H:32]([CH2:34][CH3:35])[CH3:33])[NH:27][C:28]([O:30][CH3:31])=[O:29])[CH2:17][C:18]3[CH:23]=[CH:22][CH:21]=[CH:20][CH:19]=3)=[CH:10][CH:11]=2)=[CH:4][N:3]=[CH:2]1 |f:3.4|. Reported procedure: Under argon, 0.5 mmol of 1-[4-(thiazol-5-yl)-phenyl]-4(S)-hydroxy-2-amino-5(S)-N-(N-methoxycarbonyl-(L)-iso-leucyl)amino-6-phenyl-2-azahexane and 165 μl (1.5 mmol) of NMM in 4.8 ml of DMF are added to 113.5 mg (0.60 mmol) of N-methoxycarbonyl-(L)-tert-leucine (Example 2e) and 149 mg (0.50 mmol) of TPTU in 2.5 ml of DMF and the mixture is stirred at room temperature for 14 hours. Ice-water and and ethyl acetate are added; the aqueous phase is separated off and extracted with ethyl acetate. The or... The reactants are ice water, OC1CCN(CC1)C(=O)OCC (ethyl 4-hydroxy-1-piperidinecarboxylate), ClC1=NC2=C(N1CC1=CC=C(C=C1)F)C=CC=C2 (2-chloro-1-[(4-fluorophenyl)methyl]-1H-benzimidazole), [H-].[Na+] (sodium hydride). The solvent is CN(C=O)C (N,N-dimethylformamide). Reaction conditions: time 2 hour. The product is FC1=CC=C(C=C1)CN1C(=NC2=C1C=CC=C2)OC2CCN(CC2)C(=O)OCC (ethyl 4-[[1-[(4-fluorophenyl)methyl]-1H-benzimidazol-2-yl]oxy]-1-piperidinecarboxylate). Isolated yield 31.5%. As a reaction SMILES: [OH:1][CH:2]1[CH2:7][CH2:6][N:5]([C:8]([O:10][CH2:11][CH3:12])=[O:9])[CH2:4][CH2:3]1.[H-].[Na+].Cl[C:16]1[N:20]([CH2:21][C:22]2[CH:27]=[CH:26][C:25]([F:28])=[CH:24][CH:23]=2)[C:19]2[CH:29]=[CH:30][CH:31]=[CH:32][C:18]=2[N:17]=1>CN(C)C=O>[F:28][C:25]1[CH:24]=[CH:23][C:22]([CH2:21][N:20]2[C:19]3[CH:29]=[CH:30][CH:31]=[CH:32][C:18]=3[N:17]=[C:16]2[O:1][CH:2]2[CH2:3][CH2:4][N:5]([C:8]([O:10][CH2:11][CH3:12])=[O:9])[CH2:6][CH2:7]2)=[CH:27][CH:26]=1 |f:1.2|. Reported procedure: To a stirred mixture of 3.5 parts of ethyl 4-hydroxy-1-piperidinecarboxylate and 135 parts of N,N-dimethylformamide was added 1 part of a sodium hydride dispersion 50% and stirring was continued for 2 hours at room temperature. After the addition of 5.2 parts of 2-chloro-1-[(4-fluorophenyl)methyl]-1H-benzimidazole, the whole was further stirred overnight at room temperature. The reaction mixture was poured into ice water and the product was extracted with trichloromethane. The extract was dried,... Reactants: BrCCCCl (1-bromo-3-chloropropane), C(C)NCCCCCCC (ethylheptylamine), C([O-])([O-])=O.[K+].[K+] (potassium carbonate). Solvent: C1(=CC=CC=C1)C (toluene). The product is ClCCCN(CCCCCCC)CC (3-chloropropylethylheptylamine). Yield: 44.0%. Reaction SMILES: Br[CH2:2][CH2:3][CH2:4][Cl:5].[CH2:6]([NH:8][CH2:9][CH2:10][CH2:11][CH2:12][CH2:13][CH2:14][CH3:15])[CH3:7].C(=O)([O-])[O-].[K+].[K+]>C1(C)C=CC=CC=1>[Cl:5][CH2:4][CH2:3][CH2:2][N:8]([CH2:6][CH3:7])[CH2:9][CH2:10][CH2:11][CH2:12][CH2:13][CH2:14][CH3:15] |f:2.3.4|. Procedure: A mixture of 30 g 0.19 mole) of 1-bromo-3-chloropropane, 25 g (0.17 mole) of ethylheptylamine, 28 g (0.20 mole) of potassium carbonate and 250 ml of toluene was refluxed for 8 hours. After cooling, the solid was collected by filtration, and concentrated. The residue was purified by silica gel column chromatography (ethyl acetate) to give 17 g of the desired compound (yield 44%). The reactants are COC(C1=C(C=C(C(=O)OC)C=C1)Br)=O (dimethyl-2-bromo-terephthalate), [Li]C(C)(C)C (tBuLi), BrC1=CC=C(C=C1)C (4-Bromotoluene). Reagents/catalysts: Cl[Ni]([P](C1=CC=CC=C1)(C2=CC=CC=C2)C3=CC=CC=C3)([P](C4=CC=CC=C4)(C5=CC=CC=C5)C6=CC=CC=C6)Cl (bis(triphenylphosphine)nickel(II) chloride), [Cl-].[Cl-].[Zn+2] (ZnCl2). Run in O1CCCC1 (tetrahydrofuran), O1CCCC1 (tetrahydrofuran). Reaction conditions: temperature 0 celsius, time 2 hour. Yields the product COC(C1=C(C=C(C(=O)OC)C=C1)C1=CC=C(C=C1)C)=O (Dimethyl-2-(4-toluyl)terephthalate). Yield: 85.3%. Reaction SMILES: Br[C:2]1[CH:7]=[CH:6][C:5]([CH3:8])=[CH:4][CH:3]=1.[Li]C(C)(C)C.[CH3:14][O:15][C:16](=[O:28])[C:17]1[CH:26]=[CH:25][C:20]([C:21]([O:23][CH3:24])=[O:22])=[CH:19][C:18]=1Br>O1CCCC1.[Cl-].[Cl-].[Zn+2].Cl[Ni](Cl)([P](C1C=CC=CC=1)(C1C=CC=CC=1)C1C=CC=CC=1)[P](C1C=CC=CC=1)(C1C=CC=CC=1)C1C=CC=CC=1>[CH3:14][O:15][C:16](=[O:28])[C:17]1[CH:26]=[CH:25][C:20]([C:21]([O:23][CH3:24])=[O:22])=[CH:19][C:18]=1[C:2]1[CH:7]=[CH:6][C:5]([CH3:8])=[CH:4][CH:3]=1 |f:4.5.6,^1:39,58|. Reported procedure: 4-Bromotoluene (6 g) was dissolved in tetrahydrofuran (20 ml). To this solution at -78° C. under N2 was added over a ten minute period, 1.7M tBuLi (42 ml). After two hours at room temperature, the reaction mixture was cooled to 0° C. and 1M ZnCl2 (36 ml) was added over a ten minute period. After one-half hour at room temperature, bis(triphenylphosphine)nickel(II) chloride (1.32 g) was added followed by dimethyl-2-bromo-terephthalate (6 g) in tetrahydrofuran 920 ml) dropwise over a five minute pe... Starting materials: COCC1=NC=CC(=C1)[Sn](CCCC)(CCCC)CCCC (2-methoxymethyl-4-tributylstannanyl-pyridine), BrC1=NN(C2=CC=C(C=C12)[N+](=O)[O-])C(C1=CC=CC=C1)(C1=CC=CC=C1)C1=CC=CC=C1 (3-bromo-5-nitro-1-trityl-1H-indazole), [F-].[Cs+] (CsF), Pd[P(t-Bu)3)2. Reagents/catalysts: C=1C=CC(=CC1)/C=C/C(=O)/C=C/C2=CC=CC=C2.C=1C=CC(=CC1)/C=C/C(=O)/C=C/C2=CC=CC=C2.C=1C=CC(=CC1)/C=C/C(=O)/C=C/C2=CC=CC=C2.[Pd].[Pd] (Pd2(dba)3), [Cu]I (CuI). Run in CN(C)C=O (DMF). Run at temperature 120 celsius. Yields the product desired product, COCC1=NC=CC(=C1)C1=NN(C2=CC=C(C=C12)[N+](=O)[O-])C(C1=CC=CC=C1)(C1=CC=CC=C1)C1=CC=CC=C1 (3-(2-methoxymethyl-pyridin-4-yl)-5-nitro-1-trityl-1H-indazole). RXN SMILES: [CH3:1][O:2][CH2:3][C:4]1[CH:9]=[C:8]([Sn](CCCC)(CCCC)CCCC)[CH:7]=[CH:6][N:5]=1.Br[C:24]1[C:32]2[C:27](=[CH:28][CH:29]=[C:30]([N+:33]([O-:35])=[O:34])[CH:31]=2)[N:26]([C:36]([C:49]2[CH:54]=[CH:53][CH:52]=[CH:51][CH:50]=2)([C:43]2[CH:48]=[CH:47][CH:46]=[CH:45][CH:44]=2)[C:37]2[CH:42]=[CH:41][CH:40]=[CH:39][CH:38]=2)[N:25]=1.[F-].[Cs+]>CN(C=O)C.C1C=CC(/C=C/C(/C=C/C2C=CC=CC=2)=O)=CC=1.C1C=CC(/C=C/C(/C=C/C2C=CC=CC=2)=O)=CC=1.C1C=CC(/C=C/C(/C=C/C2C=CC=CC=2)=O)=CC=1.[Pd].[Pd].[Cu]I>[CH3:1][O:2][CH2:3][C:4]1[CH:9]=[C:8]([C:24]2[C:32]3[C:27](=[CH:28][CH:29]=[C:30]([N+:33]([O-:35])=[O:34])[CH:31]=3)[N:26]([C:36]([C:49]3[CH:54]=[CH:53][CH:52]=[CH:51][CH:50]=3)([C:37]3[CH:38]=[CH:39][CH:40]=[CH:41][CH:42]=3)[C:43]3[CH:48]=[CH:47][CH:46]=[CH:45][CH:44]=3)[N:25]=2)[CH:7]=[CH:6][N:5]=1 |f:2.3,5.6.7.8.9|. Reported procedure: A mixture of 2-methoxymethyl-4-tributylstannanyl-pyridine 8AN (0.1 g, 0.24 mmol), 3-bromo-5-nitro-1-trityl-1H-indazole 1AJ (0.12 g, 0.24 mmol), CsF (0.08 g, 0.53 mmol), [Pd2(dba)3] (5 mg, 0.005 mmol), Pd[P(t-Bu)3)2, and CuI (4 mg, 0.024 mmol) in DMF (2 ml) was degassed for 5 minutes. Then it was heated at 120° C. for two hours. Cooled to room temperature and diluted with EtOAc (10 ml). It was then filtered on a celite pad. Filtrate was washed with water (3 ml) and the organic extracts were dried... Reactants: CS(C)=O, OC1CCC(O)CC1, O=[N+]([O-])c1ccc(F)cc1C(F)(F)F, [H-], [Na+], O. The product is O=[N+]([O-])c1ccc(OC2CCC(O)CC2)cc1C(F)(F)F. Reaction SMILES: [CH3:26][S:27]([CH3:28])=[O:29].[CH:15]1([OH:22])[CH2:16][CH2:17][CH:18]([OH:21])[CH2:19][CH2:20]1.[F:1][c:2]1[cH:3][c:4]([C:11]([F:12])([F:13])[F:14])[c:5]([N+:8](=[O:9])[O-:10])[cH:6][cH:7]1.[H-:23].[Na+:24].[OH2:25]>>[c:2]1([O:21][CH:18]2[CH2:17][CH2:16][CH:15]([OH:22])[CH2:20][CH2:19]2)[cH:3][c:4]([C:11]([F:12])([F:13])[F:14])[c:5]([N+:8](=[O:9])[O-:10])[cH:6][cH:7]1.